From a dataset of the Open Reaction Database (ORD), a public repository of structured organic reaction records. describe an organic reaction: reactants, conditions, products, and yield The reactants are N[C@H]([C@@H](C(=O)O)NC(=O)OC(C)(C)C)C ((2S,3S)-3-amino-2-(tert-butoxycarbonylamino)butanoic acid), CS(=O)C (dimethylsulfoxide), FC=1C=C(C#N)C=CC1[N+](=O)[O-] (3-fluoro-4-nitrobenzonitrile), C([O-])(O)=O.[Na+] (sodium bicarbonate), C(=O)(O)[O-].[Na+] (NaHCO3). Run in C(=O)([O-])[O-].[Na+].[Na+] (Na2CO3). Reaction conditions: temperature 55 celsius, time 3 hour. Product: C(C)(C)(C)OC(=O)N[C@H](C(=O)O)[C@H](C)NC1=C(C=CC(=C1)C#N)[N+](=O)[O-] ((2S,3S)-2-(tert-butoxycarbonylamino)-3-(5-cyano-2-nitrophenylamino)butanoic acid). Yield: 108.6%. As a reaction SMILES: [NH2:1][C@@H:2]([CH3:15])[C@H:3]([NH:7][C:8]([O:10][C:11]([CH3:14])([CH3:13])[CH3:12])=[O:9])[C:4]([OH:6])=[O:5].CS(C)=O.F[C:21]1[CH:22]=[C:23]([CH:26]=[CH:27][C:28]=1[N+:29]([O-:31])=[O:30])[C:24]#[N:25].C(=O)(O)[O-].[Na+]>C([O-])([O-])=O.[Na+].[Na+]>[C:11]([O:10][C:8]([NH:7][C@@H:3]([C@@H:2]([NH:1][C:21]1[CH:22]=[C:23]([C:24]#[N:25])[CH:26]=[CH:27][C:28]=1[N+:29]([O-:31])=[O:30])[CH3:15])[C:4]([OH:6])=[O:5])=[O:9])([CH3:14])([CH3:13])[CH3:12] |f:3.4,5.6.7|. Procedure details: A mixture of (2S,3S)-3-amino-2-(tert-butoxycarbonylamino)butanoic acid (3.14 g, 14.4 mmol), dimethylsulfoxide (40 ml), 3-fluoro-4-nitrobenzonitrile (2.63 g, 15.8 mmol), and sodium bicarbonate (4.83 g, 57.5 mmol) was stirred at 55° C. for 3 h. Additional NaHCO3 (0.9 g) was added and the mixture was stirred at 60° C. for 1 hour, then cooled to RT, diluted with cold sat. Na2CO3, and washed with MTBE. The aqueous phase was carefully acidified to pH ˜4 with solid citric acid and extracted with EtOAc ... Starting materials: C1(CCCC1)Br (cyclopentyl bromide), OC=1C=C(C=O)C=CC1OC (3-hydroxy-4-methoxybenzaldehyde), C([O-])([O-])=O.[K+].[K+] (potassium carbonate), C1(CCCC1)Br (cyclopentyl bromide). Solvent: CN(C=O)C (dimethylformamide). Yields the product C1(CCCC1)OC=1C=C(C=O)C=CC1OC (3-Cyclopentyloxy-4-methoxybenzaldehyde). The yield is 90.8%. Procedure: A mixture of 3-hydroxy-4-methoxybenzaldehyde (40 g, 0.26 mol), potassium carbonate (40 g, 0.29 mol) and cyclopentyl bromide (32 ml, 0.31 mol) in dimethylformamide (0.25 l) was heated under an argon atmosphere at 100° C. After 4 hours, additional cyclopentyl bromide (8.5 ml, 0.08 mol) was added and heating was continued for 4 hours. The mixture was allowed to cool and was filtered. The filtrate was concentrated under reduced pressure and the residue was partitioned between ether and aqueous sodiu... Conditions: temperature 100 celsius, time 4 hour. As a reaction SMILES: [OH:1][C:2]1[CH:3]=[C:4]([CH:7]=[CH:8][C:9]=1[O:10][CH3:11])[CH:5]=[O:6].C(=O)([O-])[O-].[K+].[K+].[CH:18]1(Br)[CH2:22][CH2:21][CH2:20][CH2:19]1>CN(C)C=O>[CH:18]1([O:1][C:2]2[CH:3]=[C:4]([CH:7]=[CH:8][C:9]=2[O:10][CH3:11])[CH:5]=[O:6])[CH2:22][CH2:21][CH2:20][CH2:19]1 |f:1.2.3|. The reactants are NC1=CC(=NC(=C1C(=O)N)Cl)Cl (4-amino-2,6-dichloronicotinamide), C(OCC)(OCC)OCC (triethyl orthoformate), Teflon. Yields the product ClC1=NC=CC=2N=CNC(C21)=O (5-Chloropyrido[4,3-d]pyrimidin-4(3H)-one). As a reaction SMILES: [NH2:1][C:2]1[C:7]([C:8]([NH2:10])=[O:9])=[C:6]([Cl:11])[N:5]=[C:4](Cl)[CH:3]=1.[CH:13](OCC)(OCC)OCC>>[Cl:11][C:6]1[C:7]2[C:8](=[O:9])[NH:10][CH:13]=[N:1][C:2]=2[CH:3]=[CH:4][N:5]=1. Reported procedure: A suspension mixture of 4-amino-2,6-dichloronicotinamide (1.12 g, 6.53 mmol) and triethyl orthoformate (20 mL, 17.8 g, 120.3 mmol) was heated at 150° C. for 6 hours in a Teflon screwed pressure vessel. After it was cooled to room temperature, evaporation of triethyl orthoformate afforded crude product that was crystallized from a mixed solvent of toluene and methanol to afford product the title compound. 1H NMR (DMSO-d6) 7.55 (d, J=5.6 Hz, 1H), 8.30 (s, 1H), 8.55 (d, J=5.6 Hz, 1H), 12.72 (br s, ... Reported procedure: To a solution 4-bromo-5-ethenyl-2-benzofuran-1(3H)-one (2.00 g, 8.37 mmol) in DCM (20 mL) was slowly added mCPBA (2.60 g, 8.37 mmol) at 0° C. The flask was warmed to room temperature and the mixture was then stirred for 12 hours. Analysis by TLC as well as LC indicated that reaction had gone to completion. The reaction mixture was washed with aqueous Na2S2O3, NaHCO3, and water. The organic layer was washed with brine and then concentrated to dryness. The residue was purified over silica gel to g... Product: BrC1=C(C=CC=2C(OCC21)=O)C2OC2 (4-bromo-5-oxiran-2-yl-2-benzofuran-1(3H)-one). Reaction conditions: time 12 hour. Reaction SMILES: [Br:1][C:2]1[C:10]2[CH2:9][O:8][C:7](=[O:11])[C:6]=2[CH:5]=[CH:4][C:3]=1[CH:12]=[CH2:13].C1C=C(Cl)C=C(C(OO)=[O:22])C=1>C(Cl)Cl>[Br:1][C:2]1[C:10]2[CH2:9][O:8][C:7](=[O:11])[C:6]=2[CH:5]=[CH:4][C:3]=1[CH:12]1[CH2:13][O:22]1. The reactants are BrC1=C(C=CC=2C(OCC21)=O)C=C (4-bromo-5-ethenyl-2-benzofuran-1(3H)-one), C1=CC(=CC(=C1)Cl)C(=O)OO (mCPBA). Run in C(Cl)Cl (DCM). The reactants are O=C([O-])[O-], N#CCCl, [K+], [K+], CN(C)C=O, O, Oc1ccc(-c2cccs2)cc1. The product is N#CCOc1ccc(-c2cccs2)cc1. Reaction SMILES: [C:17](=[O:18])([O-:19])[O-:20].[Cl:13][CH2:14][C:15]#[N:16].[K+:21].[K+:22].[O:23]=[CH:24][N:25]([CH3:26])[CH3:27].[OH2:28].[s:1]1[c:2](-[c:6]2[cH:7][cH:8][c:9]([OH:12])[cH:10][cH:11]2)[cH:3][cH:4][cH:5]1>>[s:1]1[c:2](-[c:6]2[cH:7][cH:8][c:9]([O:12][CH2:14][C:15]#[N:16])[cH:10][cH:11]2)[cH:3][cH:4][cH:5]1.